From a dataset of the Open Reaction Database (ORD), a public repository of structured organic reaction records. describe an organic reaction: reactants, conditions, products, and yield Starting materials: NC1=NC(=NS1)C(C(=O)N[C@H]1[C@@H]2N(C(=C(CS2)C[N+]=2N(C(=CC2)N)CCO)C(=O)[O-])C1=O)=NOCC (7β-[2-(5-amino-1,2,4-thiadiazol-3-yl)-2-ethoxyiminoacetamido]-3-[3-amino-2-(2-hydroxyethyl)-1-pyrazolio]methyl-3-cephem-4-carboxylate), S(O)(O)(=O)=O (sulfuric acid). The solvent is O (water). The product is S(=O)(=O)([O-])O.NC1=NC(=NS1)C(C(=O)N[C@H]1[C@@H]2N(C(=C(CS2)C[N+]=2N(C(=CC2)N)CCO)C(=O)O)C1=O)=NOCC (7β-[2-(5-amino-1,2,4-thiadiazol-3-yl)-2-ethoxyiminoacetamido]-3-[3-amino-2-(2-hydroxyethyl)-1-pyrazolio]methyl-3-cephem-4-carboxylate sulfate). Reaction SMILES: [NH2:1][C:2]1[S:6][N:5]=[C:4]([C:7](=[N:33][O:34][CH2:35][CH3:36])[C:8]([NH:10][C@@H:11]2[C:31](=[O:32])[N:13]3[C:14]([C:28]([O-:30])=[O:29])=[C:15]([CH2:18][N+:19]4[N:20]([CH2:25][CH2:26][OH:27])[C:21]([NH2:24])=[CH:22][CH:23]=4)[CH2:16][S:17][C@H:12]23)=[O:9])[N:3]=1.[S:37](=[O:41])(=[O:40])([OH:39])[OH:38]>O>[S:37]([OH:41])([O-:40])(=[O:39])=[O:38].[NH2:1][C:2]1[S:6][N:5]=[C:4]([C:7](=[N:33][O:34][CH2:35][CH3:36])[C:8]([NH:10][C@@H:11]2[C:31](=[O:32])[N:13]3[C:14]([C:28]([OH:30])=[O:29])=[C:15]([CH2:18][N+:19]4[N:20]([CH2:25][CH2:26][OH:27])[C:21]([NH2:24])=[CH:22][CH:23]=4)[CH2:16][S:17][C@H:12]23)=[O:9])[N:3]=1 |f:3.4|. Reported procedure: To a solution of 7β-[2-(5-amino-1,2,4-thiadiazol-3-yl)-2-ethoxyiminoacetamido]-3-[3-amino-2-(2-hydroxyethyl)-1-pyrazolio]methyl-3-cephem-4-carboxylate (syn isomer) (5 g) in water (50 ml) was added 1M sulfuric acid (8 ml). The solution was lyophilized to give 7β-[2-(5-amino-1,2,4-thiadiazol-3-yl)-2-ethoxyiminoacetamido]-3-[3-amino-2-(2-hydroxyethyl)-1-pyrazolio]methyl-3-cephem-4-carboxylate sulfate (syn isomer) (5.2 g). Starting materials: [OH-].[Na+] (sodium hydroxide), [BH4-].[Na+] (sodium borohydride), Cl (hydrochloric acid), CC1=NCCC2=CC=CC=C12 (1-methyl-3,4-dihydroisoquinoline). The solvent is C(C)O (ethanol). Run at time 1 hour. Yields the product CC1NCCC2=CC=CC=C12 (1-methyl-1,2,3,4-tetrahydroisoquinoline). The yield is 93.9%. As a reaction SMILES: [BH4-].[Na+].[CH3:3][C:4]1[C:13]2[C:8](=[CH:9][CH:10]=[CH:11][CH:12]=2)[CH2:7][CH2:6][N:5]=1.Cl.[OH-].[Na+]>C(O)C>[CH3:3][CH:4]1[C:13]2[C:8](=[CH:9][CH:10]=[CH:11][CH:12]=2)[CH2:7][CH2:6][NH:5]1 |f:0.1,4.5|. Procedure details: To the suspension of sodium borohydride (5.28 g, 138 mmol) in ethanol, was added the compound (19.8 g, 133.8 mmol) prepared in Step 2 above. The reaction mixture was stirred for 1 hour at room temperature, cooled to below 5° C. acidified with diluted hydrochloric acid, neutralized with sodium hydroxide solution, and extracted with ethyl acetate. The ethyl acetate layer was dried over anhydrous sodium sulfate and concentrated in vacuo to give 18.5 g of the titled compound.